This data is from the Open Reaction Database (ORD), a public repository of structured organic reaction records. The task is: describe an organic reaction: reactants, conditions, products, and yield Reactants: C(C)C1NC2=CC=CC=C2C12CCN(CC2)C (2-ethyl-1'-methylspiro[indoline-3,4'-piperidine]), ClC1=CC=C(C=C1)F (4-chlorofluorobenzene). Product: ClC1=CC=C(C=C1)N1C(C2(CCN(CC2)C)C2=CC=CC=C12)CC (1-(4-chlorophenyl)-2-ethyl-1'-methylspiro[indoline-3,4'-piperidine]). Reaction SMILES: [CH2:1]([CH:3]1[C:11]2([CH2:16][CH2:15][N:14]([CH3:17])[CH2:13][CH2:12]2)[C:10]2[C:5](=[CH:6][CH:7]=[CH:8][CH:9]=2)[NH:4]1)[CH3:2].[Cl:18][C:19]1[CH:24]=[CH:23][C:22](F)=[CH:21][CH:20]=1>>[Cl:18][C:19]1[CH:24]=[CH:23][C:22]([N:4]2[C:5]3[C:10](=[CH:9][CH:8]=[CH:7][CH:6]=3)[C:11]3([CH2:16][CH2:15][N:14]([CH3:17])[CH2:13][CH2:12]3)[CH:3]2[CH2:1][CH3:2])=[CH:21][CH:20]=1. Procedure details: By following the procedure of Example 1c, 2-ethyl-1'-methylspiro[indoline-3,4'-piperidine], the free base of part a, is treated with 4-chlorofluorobenzene to yield 1-(4-chlorophenyl)-2-ethyl-1'-methylspiro[indoline-3,4'-piperidine]. Starting materials: FC1=C(OCCN2CCOCC2)C=C(C(=C1)[N+](=O)[O-])F (4-(2-(2,5-difluoro-4-nitrophenoxy)ethyl)morpholine), C(C)(C)NC(=O)[C@@H]1CC[C@@H](CC1)NC1=C(C=CC(=C1)OCC1=CC=C(C=C1)OC)[N+](=O)[O-] (cis-N-isopropyl-4-(5-(4-methoxybenzyloxy)-2-nitrophenylamino)cyclohexanecarboxamide). Product: FC1=CC(=C(C=C1OCCN1CCOCC1)N[C@H]1CC[C@H](CC1)C(=O)NC(C)C)[N+](=O)[O-] (cis-4-(4-Fluoro-5-(2-morpholinoethoxy)-2-nitrophenylamino)-N-isopropylcyclohexanecarboxamide). Reaction SMILES: [F:1][C:2]1[CH:16]=[C:15]([N+:17]([O-:19])=[O:18])[C:14](F)=[CH:13][C:3]=1[O:4][CH2:5][CH2:6][N:7]1[CH2:12][CH2:11][O:10][CH2:9][CH2:8]1.[CH:21]([NH:24][C:25]([C@H:27]1[CH2:32][CH2:31][C@@H:30]([NH:33]C2C=C(OCC3C=CC(OC)=CC=3)C=CC=2[N+]([O-])=O)[CH2:29][CH2:28]1)=[O:26])([CH3:23])[CH3:22]>>[F:1][C:2]1[C:3]([O:4][CH2:5][CH2:6][N:7]2[CH2:12][CH2:11][O:10][CH2:9][CH2:8]2)=[CH:13][C:14]([NH:33][C@@H:30]2[CH2:29][CH2:28][C@H:27]([C:25]([NH:24][CH:21]([CH3:23])[CH3:22])=[O:26])[CH2:32][CH2:31]2)=[C:15]([N+:17]([O-:19])=[O:18])[CH:16]=1. Procedure details: Intermediate cis-4-(4-Fluoro-5-(2-morpholinoethoxy)-2-nitrophenylamino)-N-isopropylcyclohexanecarboxamide was prepared from 4-(2-(2,5-difluoro-4-nitrophenoxy)ethyl)morpholine using a procedure analogous to that used to prepare cis-N-isopropyl-4-(5-(4-methoxybenzyloxy)-2-nitrophenylamino)cyclohexanecarboxamide (272 mg). Reactants: CN(C1=CC=CC=C1)C (N,N-dimethylaniline), S(=O)(Cl)Cl (thionyl chloride), FC1=CC=C(C(C(=O)O)=C1)O (5-fluorosalicylic acid), ClC=1C=C(N)C=C(C1O)Cl (3,5-dichloro-4-hydroxyaniline). Run in C1=CC=CC=C1 (benzene). The product is ClC=1C=C(C(=O)NC2=C(C=CC(=C2)F)O)C=C(C1O)Cl (3,5-dichloro-2',4-dihydroxy-5'-fluorobenzanilide). The yield is 55.0%. RXN SMILES: [F:1][C:2]1[CH:10]=[C:6](C(O)=O)[C:5]([OH:11])=[CH:4][CH:3]=1.[Cl:12][C:13]1[CH:14]=[C:15]([CH:17]=[C:18]([Cl:21])[C:19]=1[OH:20])N.C[N:23]([CH3:30])C1C=CC=CC=1.S(Cl)(Cl)=[O:32]>C1C=CC=CC=1>[Cl:12][C:13]1[CH:14]=[C:15]([CH:17]=[C:18]([Cl:21])[C:19]=1[OH:20])[C:30]([NH:23][C:6]1[CH:10]=[C:2]([F:1])[CH:3]=[CH:4][C:5]=1[OH:11])=[O:32]. Procedure: 5-fluorosalicylic acid (5.15 g.) and 3,5-dichloro-4-hydroxyaniline (5.88 g.) were well mixed to which was added benzene (10 ml.) and N,N-dimethylaniline (4.35 ml.). Then with stirring thionyl chloride (3.3 ml.) was added and refluxed 30 minutes. The resulting solution was evaporated and the residue was dissolved in ethyl acetate and subjected to decolorization with activated charcoal followed by washing with 2 N hydrochloric acid and 2.5% sodium bicarbonate solution. The ethyl acetate was then e... Starting materials: Cl.C1(CC1)COC1=C(C=C(C=C1)F)C1=C2C(=NC=C1)C(=C(N2)C)C(=O)NC2CCNCC2 (7-[2-(cyclopropylmethoxy)-5-fluorophenyl]-2-methyl-N-(piperidin-4-yl)-1H-pyrrolo[3,2-b]pyridine-3-carboxamide hydrochloride), C(C)(=O)Cl (acetyl chloride). Yields the product C(C)(=O)N1CCC(CC1)NC(=O)C1=C(NC=2C1=NC=CC2C2=C(C=CC(=C2)F)OCC2CC2)C (N-(1-Acetylpiperidin-4-yl)-7-[2-(cyclopropylmethoxy)-5-fluorophenyl]-2-methyl-1H-pyrrolo[3,2-b]pyridine-3-carboxamide). Reaction SMILES: Cl.[CH:2]1([CH2:5][O:6][C:7]2[CH:12]=[CH:11][C:10]([F:13])=[CH:9][C:8]=2[C:14]2[CH:19]=[CH:18][N:17]=[C:16]3[C:20]([C:24]([NH:26][CH:27]4[CH2:32][CH2:31][NH:30][CH2:29][CH2:28]4)=[O:25])=[C:21]([CH3:23])[NH:22][C:15]=23)[CH2:4][CH2:3]1.[C:33](Cl)(=[O:35])[CH3:34]>>[C:33]([N:30]1[CH2:29][CH2:28][CH:27]([NH:26][C:24]([C:20]2[C:16]3=[N:17][CH:18]=[CH:19][C:14]([C:8]4[CH:9]=[C:10]([F:13])[CH:11]=[CH:12][C:7]=4[O:6][CH2:5][CH:2]4[CH2:4][CH2:3]4)=[C:15]3[NH:22][C:21]=2[CH3:23])=[O:25])[CH2:32][CH2:31]1)(=[O:35])[CH3:34] |f:0.1|. Reported procedure: Starting from 7-[2-(cyclopropylmethoxy)-5-fluorophenyl]-2-methyl-N-(piperidin-4-yl)-1H-pyrrolo[3,2-b]pyridine-3-carboxamide hydrochloride (example D.f7) and commercially acetyl chloride the title compound is obtained as colorless solid. The reactants are C(C)(=O)O[C@H]1C[C@@H](CC(C1)=C\C=C\CCCC(C\C=C/C(C(F)(F)F)(C(F)(F)F)O[Si](CC)(CC)CC)(C)C)OC(C)=O (acetic acid (1R,3R)-3-acetoxy-5-[(2E,9Z)-12,12,12-trifluoro-7,7-dimethyl-11-triethylsilanyloxy-11-trifluoromethyl-dodeca-2,9-dienylidene]-cyclohexyl ester), C(=O)([O-])[O-].[K+].[K+] (K2CO3). Solvent: O (water). Run at time 8 hour. The product is FC(C(\C=C/CC(CCC/C=C/C=C1C[C@H](C[C@@H](C1)O)O)(C)C)(C(F)(F)F)O)(F)F ((1R,3R)-5-[(2E,9Z) 12,12,12-trifluoro-11-hydroxy-7,7-dimethyl-11-trifluoromethyl-dodeca-2,9-dienylidene]-cyclohexane-1,3-diol). RXN SMILES: C([O:4][C@@H:5]1[CH2:10][C:9](=[CH:11]/[CH:12]=[CH:13]/[CH2:14][CH2:15][CH2:16][C:17]([CH3:39])([CH3:38])[CH2:18]/[CH:19]=[CH:20]\[C:21]([O:30][Si](CC)(CC)CC)([C:26]([F:29])([F:28])[F:27])[C:22]([F:25])([F:24])[F:23])[CH2:8][C@@H:7]([O:40]C(=O)C)[CH2:6]1)(=O)C.C([O-])([O-])=O.[K+].[K+]>O>[F:23][C:22]([F:24])([F:25])[C:21]([OH:30])([C:26]([F:28])([F:29])[F:27])/[CH:20]=[CH:19]\[CH2:18][C:17]([CH3:39])([CH3:38])[CH2:16][CH2:15][CH2:14]/[CH:13]=[CH:12]/[CH:11]=[C:9]1[CH2:10][C@@H:5]([OH:4])[CH2:6][C@H:7]([OH:40])[CH2:8]1 |f:1.2.3|. Reported procedure: To a solution of 50 mg of acetic acid (1R,3R)-3-acetoxy-5-[(2E,9Z)-12,12,12-trifluoro-7,7-dimethyl-11-triethylsilanyloxy-11-trifluoromethyl-dodeca-2,9-dienylidene]-cyclohexyl ester in 1.5 ml of CH3 1OH was added at 22° a solution of 37 mg of K2CO3 in 0.25 ml of water and stirring, was continued for 8 h after which time t.l.c. indicated completion of the reaction. The mixture was evaporated and the residue was partitioned between dichloromethane and aqueous sat. NaCl, the organic layer was dried ... Starting materials: [N+](=O)(O)[O-] (nitric acid), O (water), 11, C(C)(CC)C1=C(C=CC=C1)O (sec-butylphenol). The solvent is C(C)(=O)O (acetic acid), C(C)(=O)O (acetic acid). Run at temperature 0 celsius. Yields the product [N+](=O)([O-])C1=C(C(=CC=C1)C(C)CC)O (2-nitro-6-sec-butylphenol). The yield is 48.1%. Reaction SMILES: [N+:1]([O-:4])(O)=[O:2].[CH:5]([C:9]1[CH:14]=[CH:13][CH:12]=[CH:11][C:10]=1[OH:15])([CH2:7][CH3:8])[CH3:6].O>C(O)(=O)C>[N+:1]([C:11]1[CH:12]=[CH:13][CH:14]=[C:9]([CH:5]([CH2:7][CH3:8])[CH3:6])[C:10]=1[OH:15])([O-:4])=[O:2]. Reported procedure: A mixture comprising 290.6 g of 65% nitric acid and 800 g of glacial acetic acid is cooled to 0° C., and at 0° to 4° C. there is added in the course of 11/2 hours, with thorough stirring and with cooling, a solution of 375.6 g of sec-butylphenol in 375 g of glacial acetic acid. There results a dark solution which is stirred at 0° to 4° C. for a further one hour. The reaction mixture is subsequently stirred into 5000 ml of water and ice. The nitrating mixture is obtained as a dark oil which is ex... Starting materials: CS(=O)(=O)O, CC#N, CCn1c(=O)c(-c2cc(NC(=O)Nc3ccc(F)cc3)c(F)cc2Cl)cc2cnc(NCCOC)cc21. The product is CS(=O)(=O)O, CCn1c(=O)c(-c2cc(NC(=O)Nc3ccc(F)cc3)c(F)cc2Cl)cc2cnc(NCCOC)cc21. As a reaction SMILES: [CH3:38][S:39]([OH:40])(=[O:41])=[O:42].[CH3:43][C:44]#[N:45].[Cl:1][c:2]1[cH:3][c:4]([F:37])[c:5]([NH:26][C:27](=[O:28])[NH:29][c:30]2[cH:31][cH:32][c:33]([F:36])[cH:34][cH:35]2)[cH:6][c:7]1-[c:8]1[c:9](=[O:25])[n:10]([CH2:23][CH3:24])[c:11]2[cH:12][c:13]([NH:18][CH2:19][CH2:20][O:21][CH3:22])[n:14][cH:15][c:16]2[cH:17]1>>[CH3:38][S:39](=[O:40])(=[O:41])[OH:42].[Cl:1][c:2]1[cH:3][c:4]([F:37])[c:5]([NH:26][C:27](=[O:28])[NH:29][c:30]2[cH:31][cH:32][c:33]([F:36])[cH:34][cH:35]2)[cH:6][c:7]1-[c:8]1[c:9](=[O:25])[n:10]([CH2:23][CH3:24])[c:11]2[cH:12][c:13]([NH:18][CH2:19][CH2:20][O:21][CH3:22])[n:14][cH:15][c:16]2[cH:17]1.